From a dataset of the Open Reaction Database (ORD), a public repository of structured organic reaction records. describe an organic reaction: reactants, conditions, products, and yield Reactants: C1(=CC=CC=C1)OC(NCCCC=1C(=NC(=C(C1)CC)C)OC)=O (Phenyl-N-[3-(5-ethyl-2-methoxy-6-methylpyridin-3-yl)propyl]carbamate), COC1=C(C=CC=C1)N1CCNCC1 (1-(2-methoxyphenyl)piperazine). Product: C(C)C=1C=C(C(=NC1C)OC)CCCNC(=O)N1CCN(CC1)C1=C(C=CC=C1)OC (1-{[3-(5-ethyl-2-methoxy-6-methylpyridin-3-yl)propyl]aminocarbonyl}-4-(2-methoxyphenyl)piperazine). Isolated yield 67.0%. Reaction SMILES: C1(O[C:8](=[O:24])[NH:9][CH2:10][CH2:11][CH2:12][C:13]2[C:14]([O:22][CH3:23])=[N:15][C:16]([CH3:21])=[C:17]([CH2:19][CH3:20])[CH:18]=2)C=CC=CC=1.[CH3:25][O:26][C:27]1[CH:32]=[CH:31][CH:30]=[CH:29][C:28]=1[N:33]1[CH2:38][CH2:37][NH:36][CH2:35][CH2:34]1>>[CH2:19]([C:17]1[CH:18]=[C:13]([CH2:12][CH2:11][CH2:10][NH:9][C:8]([N:36]2[CH2:35][CH2:34][N:33]([C:28]3[CH:29]=[CH:30][CH:31]=[CH:32][C:27]=3[O:26][CH3:25])[CH2:38][CH2:37]2)=[O:24])[C:14]([O:22][CH3:23])=[N:15][C:16]=1[CH3:21])[CH3:20]. Reported procedure: Phenyl-N-[3-(5-ethyl-2-methoxy-6-methylpyridin-3-yl)propyl]carbamate and 1-(2-methoxyphenyl)piperazine were reacted by the same way with the example 1 to obtain the titled compound. The reactants are NC=1C=CC2=C(C(C3=C(C=C2)C=CC=C3)(O)CCCOCC)C1 (3-Amino-5-(3-ethoxypropyl)-5H-dibenzo[a,d]cyclohepten-5-ol), [BH4-].[Na+] (sodium borohydride), FC(C(=O)O)(F)F (trifluoroacetic acid). Yields the product NC=1C=CC2=C(C(C3=C(C=C2)C=CC=C3)CCCOCC)C1 (3-Amino-5-(3-ethoxypropyl)-5H-dibenzo[a,d]cycloheptene). Reaction SMILES: [NH2:1][C:2]1[CH:3]=[CH:4][C:5]2[CH:11]=[CH:10][C:9]3[CH:12]=[CH:13][CH:14]=[CH:15][C:8]=3[C:7]([CH2:17][CH2:18][CH2:19][O:20][CH2:21][CH3:22])(O)[C:6]=2[CH:23]=1.[BH4-].[Na+].FC(F)(F)C(O)=O>>[NH2:1][C:2]1[CH:3]=[CH:4][C:5]2[CH:11]=[CH:10][C:9]3[CH:12]=[CH:13][CH:14]=[CH:15][C:8]=3[CH:7]([CH2:17][CH2:18][CH2:19][O:20][CH2:21][CH3:22])[C:6]=2[CH:23]=1 |f:1.2|. Reported procedure: 3-Amino-5-(3-ethoxypropyl)-5H-dibenzo[a,d]cyclohepten-5-ol (10 g., 0.032 mole) and sodium borohydride (12.3 g., 0.325 mole) are ground together in a mortar. The mixture is added in portions to 250 ml. of trifluoroacetic acid, cooled in ice, and stirred vigorously under a stream of nitrogen in an efficient fume hood. Upon completion of the addition, the mixture is stirred for 15 minutes and the bulk of the trifluoroacetic acid removed under vacuum. Starting materials: CC1=CC=C(C=C1)S(=O)(=O)N=C=O (4-Methylphenylsulphonyl isocyanate), C(C1=CC=CC=C1)(=O)C1=C(NC(=CC1=O)CC)C (3-benzoyl-1,4-dihydro-6-ethyl-2-methyl-4-oxopyridine). Run in C(C)#N (acetonitrile). Product: C(C1=CC=CC=C1)(=O)C=1C(=NC(=CC1NS(=O)(=O)C1=CC=C(C=C1)C)CC)C (3-benzoyl-6-ethyl-2-methyl-4-[(4-methylphenylsulphonyl)amino]pyridine). As a reaction SMILES: [CH3:1][C:2]1[CH:7]=[CH:6][C:5]([S:8]([N:11]=[C:12]=O)(=[O:10])=[O:9])=[CH:4][CH:3]=1.[C:14]([C:22]1C(=O)[CH:26]=[C:25]([CH2:29][CH3:30])[NH:24][C:23]=1[CH3:31])(=[O:21])[C:15]1[CH:20]=[CH:19][CH:18]=[CH:17][CH:16]=1>C(#N)C>[C:14]([C:22]1[C:23]([CH3:31])=[N:24][C:25]([CH2:29][CH3:30])=[CH:26][C:12]=1[NH:11][S:8]([C:5]1[CH:4]=[CH:3][C:2]([CH3:1])=[CH:7][CH:6]=1)(=[O:9])=[O:10])(=[O:21])[C:15]1[CH:20]=[CH:19][CH:18]=[CH:17][CH:16]=1. Procedure: 4-Methylphenylsulphonyl isocyanate (0.66 ml) was added to a stirred suspension of compound C (0.48 g) in acetonitrile and the mixture was heated at reflux for 2.5 hours. The mixture was cooled to ambient temperature and the product was collected by filtration to give 3-benzoyl-6-ethyl-2-methyl-4-[(4-methylphenylsulphonyl)amino]pyridine (D) (0.65 g) as a solid, m.p. 244°-246° C.; NMR (d6 -DMSO): 1.19(t, 3H), 2.13(s, 3H), 2.31(s, 3H), 2.65(q, 2H), 7.08(s, 1H), 7.15(d, 2H), 7.32(d, 2H), 7.50-7.68(m... Reactants: [N+](=O)([O-])[O-].[K+] (potassium nitrate), [OH-].[Na+] (sodium hydroxide), ClC=1C=C2C=CC(=NC2=CC1)C (6-Chloroquinaldine), ice. Run in S(O)(O)(=O)=O (sulfuric acid), S(O)(O)(=O)=O (sulfuric acid). Reaction conditions: time 1 hour. Yields the product [N+](=O)([O-])C1=C2C=CC(=NC2=CC=C1Cl)C (5-nitro-6-chloroquinaldine). The yield is 89.2%. As a reaction SMILES: [Cl:1][C:2]1[CH:3]=[C:4]2[C:9](=[CH:10][CH:11]=1)[N:8]=[C:7]([CH3:12])[CH:6]=[CH:5]2.[N+:13]([O-])([O-:15])=[O:14].[K+].[OH-].[Na+]>S(=O)(=O)(O)O>[N+:13]([C:3]1[C:2]([Cl:1])=[CH:11][CH:10]=[C:9]2[C:4]=1[CH:5]=[CH:6][C:7]([CH3:12])=[N:8]2)([O-:15])=[O:14] |f:1.2,3.4|. Procedure details: 6-Chloroquinaldine (11 g) was dissolved in 15 ml of concentrated sulfuric acid and the solution was ice-cooled. Then, a solution of 7.1 g of potassium nitrate dissolved in 20 ml of concentrated sulfuric acid was added to the solution dropwise, during which operation the reaction temperature was maintained at 10° C. or less. After completion of addition the mixture was agitated at the same temperature as above for 1 hour and then poured onto 200 g of ice. Subsequently, the mixture was rendered al... The reactants are CC(=O)[O-], CC(=O)[O-], Cc1ccc(Br)cc1B(O)O, Nc1nc(Cl)cc(Cl)n1, [Na+], [Na+], O=C([O-])[O-], O, [Pd+2], c1ccc(P(c2ccccc2)c2ccccc2)cc1. Product: Cc1ccc(Br)cc1-c1cc(Cl)nc(N)n1. RXN SMILES: [C:47]([O-:48])(=[O:49])[CH3:50].[C:52]([O-:53])(=[O:54])[CH3:55].[CH3:1][c:2]1[c:3]([B:9]([OH:10])[OH:11])[cH:4][c:5]([Br:8])[cH:6][cH:7]1.[NH2:12][c:13]1[n:14][c:15]([Cl:20])[cH:16][c:17]([Cl:19])[n:18]1.[Na+:21].[Na+:22].[O-:23][C:24](=[O:25])[O-:26].[OH2:46].[Pd+2:51].[c:27]1([P:28]([c:29]2[cH:30][cH:31][cH:32][cH:33][cH:34]2)[c:35]2[cH:36][cH:37][cH:38][cH:39][cH:40]2)[cH:41][cH:42][cH:43][cH:44][cH:45]1>>[CH3:1][c:2]1[c:3](-[c:17]2[cH:16][c:15]([Cl:20])[n:14][c:13]([NH2:12])[n:18]2)[cH:4][c:5]([Br:8])[cH:6][cH:7]1.